From a dataset of the Open Reaction Database (ORD), a public repository of structured organic reaction records. describe an organic reaction: reactants, conditions, products, and yield Reactants: CCOC(=O)C1(C2CN(C(=O)OCc3ccccc3)CC2(F)F)CC1, CCO, [Na+], [OH-]. Yields the product O=C(OCc1ccccc1)N1CC(C2(C(=O)O)CC2)C(F)(F)C1. RXN SMILES: [CH2:1]([c:2]1[cH:3][cH:4][cH:5][cH:6][cH:7]1)[O:8][C:9](=[O:10])[N:11]1[CH2:12][C:13]([F:24])([F:25])[CH:14]([C:16]2([C:19](=[O:20])[O:21][CH2:22][CH3:23])[CH2:17][CH2:18]2)[CH2:15]1.[CH3:28][CH2:29][OH:30].[Na+:27].[OH-:26]>>[CH2:1]([c:2]1[cH:3][cH:4][cH:5][cH:6][cH:7]1)[O:8][C:9](=[O:10])[N:11]1[CH2:12][C:13]([F:24])([F:25])[CH:14]([C:16]2([C:19](=[O:20])[OH:21])[CH2:17][CH2:18]2)[CH2:15]1. Starting materials: NN=C(c1ccccc1)c1ccccc1, Cc1ccccc1, COc1ccnc(Cl)c1, CC(=O)[O-], CC(=O)[O-], O, OB(O)c1ccccc1, [Pd+2], c1ccc(P(c2ccccc2)c2ccc3ccccc3c2-c2c(P(c3ccccc3)c3ccccc3)ccc3ccccc23)cc1. Yields the product COc1ccnc(NN=C(c2ccccc2)c2ccccc2)c1. As a reaction SMILES: [C:10]([c:11]1[cH:12][cH:13][cH:14][cH:15][cH:16]1)([c:17]1[cH:18][cH:19][cH:20][cH:21][cH:22]1)=[N:23][NH2:24].[CH3:80][c:81]1[cH:82][cH:83][cH:84][cH:85][cH:86]1.[Cl:1][c:2]1[n:3][cH:4][cH:5][c:6]([O:8][CH3:9])[cH:7]1.[O-:88][C:89]([CH3:90])=[O:91].[O-:92][C:93]([CH3:94])=[O:95].[OH2:96].[OH:25][B:26]([c:27]1[cH:28][cH:29][cH:30][cH:31][cH:32]1)[OH:33].[Pd+2:87].[c:34]1([P:35]([c:36]2[cH:37][cH:38][cH:39][cH:40][cH:41]2)[c:42]2[cH:43][cH:44][c:45]3[c:46]([cH:47][cH:48][cH:49][cH:50]3)[c:51]2-[c:52]2[c:53]3[c:54]([cH:55][cH:56][cH:57][cH:58]3)[cH:59][cH:60][c:61]2[P:62]([c:63]2[cH:64][cH:65][cH:66][cH:67][cH:68]2)[c:69]2[cH:70][cH:71][cH:72][cH:73][cH:74]2)[cH:75][cH:76][cH:77][cH:78][cH:79]1>>[c:2]1([NH:24][N:23]=[C:10]([c:11]2[cH:12][cH:13][cH:14][cH:15][cH:16]2)[c:17]2[cH:18][cH:19][cH:20][cH:21][cH:22]2)[n:3][cH:4][cH:5][c:6]([O:8][CH3:9])[cH:7]1.